From a dataset of the Open Reaction Database (ORD), a public repository of structured organic reaction records. describe an organic reaction: reactants, conditions, products, and yield RXN SMILES: [CH3:37][CH2:38][O:39][C:40](=[O:41])[CH3:42].[ClH:36].[O:1]1[CH2:3][CH2:2][O:4][C:5]12[CH2:6][CH:7]([CH2:10][CH:11]([c:12]1[cH:13][cH:14][c:15]([S:18](=[O:19])(=[O:20])[CH3:21])[cH:16][cH:17]1)[c:22]1[cH:23][c:24]3[c:25]([n:26][cH:27][cH:28][cH:29]3)[nH:30]1)[CH2:8][CH2:9]2.[O:31]1[CH2:32][CH2:33][CH2:34][CH2:35]1>>[O:4]=[C:5]1[CH2:6][CH:7]([CH2:10][CH:11]([c:12]2[cH:13][cH:14][c:15]([S:18](=[O:19])(=[O:20])[CH3:21])[cH:16][cH:17]2)[c:22]2[cH:23][c:24]3[c:25]([n:26][cH:27][cH:28][cH:29]3)[nH:30]2)[CH2:8][CH2:9]1. The product is CS(=O)(=O)c1ccc(C(CC2CCC(=O)C2)c2cc3cccnc3[nH]2)cc1. Reactants: CCOC(C)=O, Cl, CS(=O)(=O)c1ccc(C(CC2CCC3(C2)OCCO3)c2cc3cccnc3[nH]2)cc1, C1CCOC1. Starting materials: C(C)(=O)O[C@H]1[C@H](OCCBr)O[C@@H]([C@H]([C@@H]1OC(C)=O)O[C@@H]1[C@H](OC(C)=O)[C@@H](OC(C)=O)[C@H](O[C@@H]2[C@H](OC(C)=O)[C@@H](OC(C)=O)[C@H](OC(C)=O)[C@H](O2)CO[C@@H]2[C@H](OC(C)=O)[C@@H](OC(C)=O)[C@H](OC(C)=O)[C@H](O2)COC(C)=O)[C@H](O1)COC(C)=O)COC(C)=O (2-Bromoethyl 2,3,6-tri-O-acetyl-4-O-{2,3,6-tri-O-acetyl-4-O-[2,3,4-tri-O-acetyl-6-O-(2,3,4,6-tetra-O-acetyl-α-D-glucopyranosyl)-α-D-glucopyranosyl]-α-D-glucopyranosyl]-β-D-glucopyranoside), SCCCCCCCCCCC(=O)OC (methyl 11-mercaptoundecanoate), C([O-])([O-])=O.[Cs+].[Cs+] (cesium carbonate), CN(C=O)C (N,N-dimethylformamide). Solvent: ClCCl (dichloromethane). Yields the product C(C)(=O)O[C@H]1[C@H](OCCSCCCCCCCCCCC(=O)OC)O[C@@H]([C@H]([C@@H]1OC(C)=O)O[C@@H]1[C@H](OC(C)=O)[C@@H](OC(C)=O)[C@H](O[C@@H]2[C@H](OC(C)=O)[C@@H](OC(C)=O)[C@H](OC(C)=O)[C@H](O2)CO[C@@H]2[C@H](OC(C)=O)[C@@H](OC(C)=O)[C@H](OC(C)=O)[C@H](O2)COC(C)=O)[C@H](O1)COC(C)=O)COC(C)=O (2-(10-Methoxycarbonyldecylthio)ethyl 2,3,6-tri-O-acetyl-4-O-{2,3,6-tri-O-acetyl-4-O-[2,3,4-tri-O-acetyl-6-O-(2,3,4,6-tetra-O-acetyl-α-D-glucopyranosyl)-α-D-glucopyranosyl]-α-D-glucopyranosyl}-β-D-glucopyranoside). The yield is 50.0%. As a reaction SMILES: [C:1]([O:4][C@@H:5]1[C@@H:14]([O:15][C:16](=[O:18])[CH3:17])[C@H:13]([O:19][C@H:20]2[O:77][C@H:76]([CH2:78][O:79][C:80](=[O:82])[CH3:81])[C@@H:31]([O:32][C@H:33]3[O:50][C@H:49]([CH2:51][O:52][C@H:53]4[O:70][C@H:69]([CH2:71][O:72][C:73](=[O:75])[CH3:74])[C@@H:64]([O:65][C:66](=[O:68])[CH3:67])[C@H:59]([O:60][C:61](=[O:63])[CH3:62])[C@H:54]4[O:55][C:56](=[O:58])[CH3:57])[C@@H:44]([O:45][C:46](=[O:48])[CH3:47])[C@H:39]([O:40][C:41](=[O:43])[CH3:42])[C@H:34]3[O:35][C:36](=[O:38])[CH3:37])[C@H:26]([O:27][C:28](=[O:30])[CH3:29])[C@H:21]2[O:22][C:23](=[O:25])[CH3:24])[C@@H:12]([CH2:83][O:84][C:85](=[O:87])[CH3:86])[O:11][C@H:6]1[O:7][CH2:8][CH2:9]Br)(=[O:3])[CH3:2].[SH:88][CH2:89][CH2:90][CH2:91][CH2:92][CH2:93][CH2:94][CH2:95][CH2:96][CH2:97][CH2:98][C:99]([O:101][CH3:102])=[O:100].C(=O)([O-])[O-].[Cs+].[Cs+].CN(C)C=O>ClCCl>[C:1]([O:4][C@@H:5]1[C@@H:14]([O:15][C:16](=[O:18])[CH3:17])[C@H:13]([O:19][C@H:20]2[O:77][C@H:76]([CH2:78][O:79][C:80](=[O:82])[CH3:81])[C@@H:31]([O:32][C@H:33]3[O:50][C@H:49]([CH2:51][O:52][C@H:53]4[O:70][C@H:69]([CH2:71][O:72][C:73](=[O:75])[CH3:74])[C@@H:64]([O:65][C:66](=[O:68])[CH3:67])[C@H:59]([O:60][C:61](=[O:63])[CH3:62])[C@H:54]4[O:55][C:56](=[O:58])[CH3:57])[C@@H:44]([O:45][C:46](=[O:48])[CH3:47])[C@H:39]([O:40][C:41](=[O:43])[CH3:42])[C@H:34]3[O:35][C:36](=[O:38])[CH3:37])[C@H:26]([O:27][C:28](=[O:30])[CH3:29])[C@H:21]2[O:22][C:23](=[O:25])[CH3:24])[C@@H:12]([CH2:83][O:84][C:85](=[O:87])[CH3:86])[O:11][C@H:6]1[O:7][CH2:8][CH2:9][S:88][CH2:89][CH2:90][CH2:91][CH2:92][CH2:93][CH2:94][CH2:95][CH2:96][CH2:97][CH2:98][C:99]([O:101][CH3:102])=[O:100])(=[O:3])[CH3:2] |f:2.3.4|. Procedure details: Compound 93 (431 mg, 0.33 mmol), methyl 11-mercaptoundecanoate (105, 114 mg, 0.49 mmol), cesium carbonate (128 mg, 0.39 mmol) and N,N-dimethylformamide (3 ml) were stirred at room temperature for 15 h. The mixture was diluted with dichloromethane, washed with water (neutralization with Duolite H+ resin facilitated the phase separation), and dried (Na2SO4). The solvent was removed and the residue was chromatographed (SiO2, ethyl acetate:isooctane 2:1) to give 95 (243 mg, 50%). [α]D24 +91° (c 4.4,... Starting materials: C(C1=CC=CC=C1)OC1=C2N(C=3C(=NN(C(C31)=O)CC3=CC=C(C=C3)F)Br)CCN(C2=O)C (10-(benzyloxy)-4-bromo-2-(4-fluorobenzyl)-8-methyl-7,8-dihydropyrazino[1′,2′:1,5]pyrrolo[2,3-d]pyridazine-1,9(2H,6H)-dione), CN1C(CNCC1)=O (1-methylpiperazin-2-one), benzyl. Run at temperature 100 celsius. Yields the product FC1=CC=C(CN2N=C(C3=C(C2=O)C(=C2N3CCN(C2=O)C)O)N2CC(N(CC2)C)=O)C=C1 (2-(4-Fluorobenzyl)-10-hydroxy-8-methyl-4-(4-methyl-3-oxopiperazin-1-yl)-7,8-dihydropyrazino[1′,2′:1,5]pyrrolo[2,3-d]pyridazine-1,9(2H,6H)-dione). As a reaction SMILES: C([O:8][C:9]1[C:17]2[C:16](=[O:18])[N:15]([CH2:19][C:20]3[CH:25]=[CH:24][C:23]([F:26])=[CH:22][CH:21]=3)[N:14]=[C:13](Br)[C:12]=2[N:11]2[CH2:28][CH2:29][N:30]([CH3:33])[C:31](=[O:32])[C:10]=12)C1C=CC=CC=1.[CH3:34][N:35]1[CH2:40][CH2:39][NH:38][CH2:37][C:36]1=[O:41]>>[F:26][C:23]1[CH:22]=[CH:21][C:20]([CH2:19][N:15]2[C:16](=[O:18])[C:17]3[C:9]([OH:8])=[C:10]4[C:31](=[O:32])[N:30]([CH3:33])[CH2:29][CH2:28][N:11]4[C:12]=3[C:13]([N:38]3[CH2:39][CH2:40][N:35]([CH3:34])[C:36](=[O:41])[CH2:37]3)=[N:14]2)=[CH:25][CH:24]=1. Procedure: A mixture of 10-(benzyloxy)-4-bromo-2-(4-fluorobenzyl)-8-methyl-7,8-dihydropyrazino[1′,2′:1,5]pyrrolo[2,3-d]pyridazine-1,9(2H,6H)-dione (0.10 g, 0.19 mmol; Example 160, Step 1) and 1-methylpiperazin-2-one (2 mL) was heated in a sealed tube in an oil bath at 100° C. overnight. The benzyl protecting group was also cleaved in the process. The reaction mixture was subjected to reverse phase preparative HPLC purification. Collection and lyophilization of appropriate fractions provided the title compo... Reactants: NC1=CC=C(C=C1)C(C)=O (p-aminoacetophenon), Cl (hydrochloric acid). Run in C1=CC=CC=C1 (benzene). The product is Cl.NC1=CC=C(C=C1)C(C)=O (p-aminoacetophenon hydrochloride). As a reaction SMILES: [NH2:1][C:2]1[CH:7]=[CH:6][C:5]([C:8](=[O:10])[CH3:9])=[CH:4][CH:3]=1.[ClH:11]>C1C=CC=CC=1>[ClH:11].[NH2:1][C:2]1[CH:7]=[CH:6][C:5]([C:8](=[O:10])[CH3:9])=[CH:4][CH:3]=1 |f:3.4|. Reported procedure: p-aminoacetophenon (Aldrich Corp., USA) is added to benzene, and hydrochloric acid gas is passed. The obtained precipitation is filtered and recrystallized with isopropanol to obtain p-aminoacetophenon hydrochloride. The obtained p-aminoacetophenon hydrochloride is dissolved in a 20% aqueous ethanol solution, and made it acidic by adding concentrated hydrochloric acid on an ice bath. An aqueous sodium nitrite solution is dropped and urea treatment is carried out to obtain a diazonium salt soluti... The reactants are O1C(CCC2=CC=CC=C12)C(=O)O ((±)-Chroman-2-carboxylic acid), CN(C=O)C (N,N-dimethylformamide), C(C(=O)Cl)(=O)Cl (Oxalyl chloride). Run in O1CCCC1 (tetrahydrofuran), O (water). The product is O1C(CCC2=CC=CC=C12)C(=O)N ((±)-Chroman-2-carboxylic acid amide). Yield: 97.0%. Reaction SMILES: C(Cl)(=O)C(Cl)=O.[O:7]1[C:16]2[C:11](=[CH:12][CH:13]=[CH:14][CH:15]=2)[CH2:10][CH2:9][CH:8]1[C:17]([OH:19])=O.C[N:21](C)C=O>O1CCCC1.O>[O:7]1[C:16]2[C:11](=[CH:12][CH:13]=[CH:14][CH:15]=2)[CH2:10][CH2:9][CH:8]1[C:17]([NH2:21])=[O:19]. Procedure: Oxalyl chloride (11.0 mL, 126 mmol) was added dropwise to a cooled (0° C.) solution of the compound from Example 20 (15 g, 84.3 mmol) and N,N-dimethylformamide (1 mL) in tetrahydrofuran (250 mL). Upon completion of gas evolution the mixture was warmed to room temperature and concentrated in vacuo. The residue was dissolved in tetrahydrofuran (450 mL). The solution was cooled to -78° C. and ammonia condensed onto the mixture. After 30 minutes the mixture was warmed to room temperature, diluted wi... Starting materials: C(C)(C)N(C(C)C)CC (N,N-diisopropylethylamine), IC=1C=C(C(=O)OCC)C=CC1C (ethyl 3-iodo-4-methylbenzoate), C(#C)C=1C=CC(=NC1)NC(C)=O (N-(5-ethynylpyridin-2-yl)acetamide). Reagents/catalysts: C=1C=CC(=CC1)[P](C=2C=CC=CC2)(C=3C=CC=CC3)[Pd]([P](C=4C=CC=CC4)(C=5C=CC=CC5)C=6C=CC=CC6)([P](C=7C=CC=CC7)(C=8C=CC=CC8)C=9C=CC=CC9)[P](C=1C=CC=CC1)(C=1C=CC=CC1)C=1C=CC=CC1 (Pd(PPh3)4), [Cu]I (CuI). Run in CN(C)C=O (DMF). Yields the product C(C)(=O)NC1=CC=C(C=N1)C#CC=1C=C(C(=O)OCC)C=CC1C (Ethyl 3-{[6-(acetylamino)pyridin-3-yl]ethynyl}-4-methylbenzoate). Reaction SMILES: I[C:2]1[CH:3]=[C:4]([CH:10]=[CH:11][C:12]=1[CH3:13])[C:5]([O:7][CH2:8][CH3:9])=[O:6].[C:14]([C:16]1[CH:17]=[CH:18][C:19]([NH:22][C:23](=[O:25])[CH3:24])=[N:20][CH:21]=1)#[CH:15].C(N(CC)C(C)C)(C)C>CN(C=O)C.C1C=CC([P]([Pd]([P](C2C=CC=CC=2)(C2C=CC=CC=2)C2C=CC=CC=2)([P](C2C=CC=CC=2)(C2C=CC=CC=2)C2C=CC=CC=2)[P](C2C=CC=CC=2)(C2C=CC=CC=2)C2C=CC=CC=2)(C2C=CC=CC=2)C2C=CC=CC=2)=CC=1.[Cu]I>[C:23]([NH:22][C:19]1[N:20]=[CH:21][C:16]([C:14]#[C:15][C:2]2[CH:3]=[C:4]([CH:10]=[CH:11][C:12]=2[CH3:13])[C:5]([O:7][CH2:8][CH3:9])=[O:6])=[CH:17][CH:18]=1)(=[O:25])[CH3:24] |^1:43,45,64,83|. Reported procedure: A mixture of ethyl 3-iodo-4-methylbenzoate (845 mg, 2.9 mmol, 0.8 eq), N-(5-ethynylpyridin-2-yl)acetamide (3.5 mmol, 1.0 eq). Pd(PPh3)4 (51 mg, 0.044 mmol), CuI (20.4 mg, 0.11 mmol), and N,N-diisopropylethylamine (0.8 ml, 4.4 mmol) in 2 ml of DMF is heated at 55° C. (oil bath) for 1 hr under nitrogen. After cooling to r.t., the solvent is evaporated and DCM is added to dissolve the residue. The solution is washed with water and brine, dried and evaporated and the crude material is chromatographe...